From a dataset of the Open Reaction Database (ORD), a public repository of structured organic reaction records. describe an organic reaction: reactants, conditions, products, and yield Reactants: S1C(=NC2=C1C=CC=C2)C(=O)C2CCNCC2 ((2-benzothiazolyl)(4-piperidinyl)methanone), C(O)([O-])=O.[Na+] (sodium hydrogen carbonate), C(F)(F)(F)C(=O)O (CF3CO2H), ICCCOC1=CC=C(C(=O)OC)C=C1 (4-(3-iodopropoxy)benzoic acid, methyl ester). Solvent: C(C)(=O)OCC (ethyl acetate), O1CCCC1 (tetrahydrofuran), O (water). The product is S1C(=NC2=C1C=CC=C2)C(=O)C2CCN(CC2)CCCOC2=CC=C(C(=O)OC)C=C2 (4-[3-[4-[(2-Benzothiazolyl)carbonyl]-1piperidinyl]propoxy]benzoic acid, methyl ester). Reaction SMILES: [S:1]1[C:5]2[CH:6]=[CH:7][CH:8]=[CH:9][C:4]=2[N:3]=[C:2]1[C:10]([CH:12]1[CH2:17][CH2:16][NH:15][CH2:14][CH2:13]1)=[O:11].C(C(O)=O)(F)(F)F.I[CH2:26][CH2:27][CH2:28][O:29][C:30]1[CH:39]=[CH:38][C:33]([C:34]([O:36][CH3:37])=[O:35])=[CH:32][CH:31]=1.C(=O)([O-])O.[Na+]>C(OCC)(=O)C.O.O1CCCC1>[S:1]1[C:5]2[CH:6]=[CH:7][CH:8]=[CH:9][C:4]=2[N:3]=[C:2]1[C:10]([CH:12]1[CH2:17][CH2:16][N:15]([CH2:26][CH2:27][CH2:28][O:29][C:30]2[CH:39]=[CH:38][C:33]([C:34]([O:36][CH3:37])=[O:35])=[CH:32][CH:31]=2)[CH2:14][CH2:13]1)=[O:11] |f:3.4|. Reported procedure: Mix (2-benzothiazolyl)(4-piperidinyl)methanone.CF3CO2H (7.08 g, 19.7 mmol), 4-(3-iodopropoxy)benzoic acid, methyl ester (6.50 g, 20.3 mmol), sodium hydrogen carbonate (3.41 g, 40.6 mmol), tetrahydrofuran (100 mL) and water (20 mL). Heat at reflux under an argon atmosphere overnight. Cool to room temperature, dilute with ethyl acetate (150 mL), wash with 10% sodium hydrogen carbonate (50 mL), water (2×50 mL) and saturated sodium chloride (50 mL). Dry (MgSO4), evaporate the solvent in vacuo and tr... Reactants: CC(C)(C)OC(=O)NC(Cc1ccccc1)C(=O)O, CCOC(=O)C(N)CC(C)C, CO, Cl, [Na+], [OH-]. Product: CCOC(=O)C(CC(C)C)NC(=O)C(Cc1ccccc1)NC(=O)OC(C)(C)C. RXN SMILES: [C:3]([CH3:4])([CH3:5])([CH3:6])[O:7][C:8](=[O:9])[NH:10][CH:11]([CH2:12][c:13]1[cH:14][cH:15][cH:16][cH:17][cH:18]1)[C:19](=[O:20])[OH:21].[CH2:23]([CH3:24])[O:25][C:26]([CH:27]([NH2:28])[CH2:29][CH:30]([CH3:31])[CH3:32])=[O:33].[CH3:34][OH:35].[ClH:22].[Na+:2].[OH-:1]>>[C:3]([CH3:4])([CH3:5])([CH3:6])[O:7][C:8](=[O:9])[NH:10][CH:11]([CH2:12][c:13]1[cH:14][cH:15][cH:16][cH:17][cH:18]1)[C:19](=[O:21])[NH:28][CH:27]([C:26]([O:25][CH2:23][CH3:24])=[O:33])[CH2:29][CH:30]([CH3:31])[CH3:32]. The reactants are O=C(Cl)c1ccccc1, CC(N)C(Oc1ccc2c(cnn2-c2ccc(F)cc2)c1)c1ccccc1. Yields the product CC(NC(=O)c1ccccc1)C(Oc1ccc2c(cnn2-c2ccc(F)cc2)c1)c1ccccc1. As a reaction SMILES: [C:28]([c:29]1[cH:30][cH:31][cH:32][cH:33][cH:34]1)(=[O:35])[Cl:36].[F:1][c:2]1[cH:3][cH:4][c:5](-[n:8]2[n:9][cH:10][c:11]3[cH:12][c:13]([O:17][CH:18]([CH:19]([CH3:20])[NH2:21])[c:22]4[cH:23][cH:24][cH:25][cH:26][cH:27]4)[cH:14][cH:15][c:16]23)[cH:6][cH:7]1>>[F:1][c:2]1[cH:3][cH:4][c:5](-[n:8]2[n:9][cH:10][c:11]3[cH:12][c:13]([O:17][CH:18]([CH:19]([CH3:20])[NH:21][C:28]([c:29]4[cH:30][cH:31][cH:32][cH:33][cH:34]4)=[O:35])[c:22]4[cH:23][cH:24][cH:25][cH:26][cH:27]4)[cH:14][cH:15][c:16]23)[cH:6][cH:7]1. The reactants are BrC=1C(NC(N(N1)CCCN1C[C@]2(C[C@H]2C1)C1=CC=C(C=C1)C(F)(F)F)=O)=O (6-bromo-2-(3-{(1S,5R)-1-[4-(trifluoromethyl)phenyl]-3-azabicyclo[3.1.0]hex-3-yl}propyl)-1,2,4-triazine-3,5(2H,4H)-dione), CC1=NC=CC(=C1)B1OC(C(O1)(C)C)(C)C (2-methyl-4-(4,4,5,5-tetramethyl-1,3,2-dioxaborolan-2-yl)pyridine), C([O-])([O-])=O.[Na+].[Na+] (SODIUM CARBONATE), C1(=C(C=CC=C1)P(C1CCCCC1)C1CCCCC1)C1=CC=CC=C1 (2-biphenylyl(dicyclohexyl)phosphane), CC1=NC=CC(=C1)B1OC(C(O1)(C)C)(C)C (2-methyl-4-(4,4,5,5-tetramethyl-1,3,2-dioxaborolan-2-yl)pyridine), C1(=C(C=CC=C1)P(C1CCCCC1)C1CCCCC1)C1=CC=CC=C1 (2-biphenylyl(dicyclohexyl)phosphane), C([O-])([O-])=O.[Na+].[Na+] (SODIUM CARBONATE). The reagents and catalysts are C=1C=CC(=CC1)[P](C=2C=CC=CC2)(C=3C=CC=CC3)[Pd]([P](C=4C=CC=CC4)(C=5C=CC=CC5)C=6C=CC=CC6)([P](C=7C=CC=CC7)(C=8C=CC=CC8)C=9C=CC=CC9)[P](C=1C=CC=CC1)(C=1C=CC=CC1)C=1C=CC=CC1 (Tetrakis), C=1C=CC(=CC1)[P](C=2C=CC=CC2)(C=3C=CC=CC3)[Pd]([P](C=4C=CC=CC4)(C=5C=CC=CC5)C=6C=CC=CC6)([P](C=7C=CC=CC7)(C=8C=CC=CC8)C=9C=CC=CC9)[P](C=1C=CC=CC1)(C=1C=CC=CC1)C=1C=CC=CC1 (Tetrakis). The solvent is O (Water), COCCOC (1,2-Dimethoxyethane). Reaction conditions: temperature 90 celsius, time 3 hour. Yields the product CC1=NC=CC(=C1)C=1C(NC(N(N1)CCCN1C[C@]2(C[C@H]2C1)C1=CC=C(C=C1)C(F)(F)F)=O)=O (6-(2-methyl-4-pyridinyl)-2-(3-{(1S,5R)-1-[4-(trifluoromethyl)phenyl]-3-azabicyclo[3.1.0]hex-3-yl}propyl)-1,2,4-triazine-3,5(2H,4H)-dione). Yield: 15.1%. RXN SMILES: Br[C:2]1[C:3](=[O:28])[NH:4][C:5](=[O:27])[N:6]([CH2:8][CH2:9][CH2:10][N:11]2[CH2:16][C@H:15]3[C@:13]([C:17]4[CH:22]=[CH:21][C:20]([C:23]([F:26])([F:25])[F:24])=[CH:19][CH:18]=4)([CH2:14]3)[CH2:12]2)[N:7]=1.[CH3:29][C:30]1[CH:35]=[C:34](B2OC(C)(C)C(C)(C)O2)[CH:33]=[CH:32][N:31]=1.C(=O)([O-])[O-].[Na+].[Na+].C1(C2C=CC=CC=2)C=CC=CC=1P(C1CCCCC1)C1CCCCC1>C1C=CC([P]([Pd]([P](C2C=CC=CC=2)(C2C=CC=CC=2)C2C=CC=CC=2)([P](C2C=CC=CC=2)(C2C=CC=CC=2)C2C=CC=CC=2)[P](C2C=CC=CC=2)(C2C=CC=CC=2)C2C=CC=CC=2)(C2C=CC=CC=2)C2C=CC=CC=2)=CC=1.O.COCCOC>[CH3:29][C:30]1[CH:35]=[C:34]([C:2]2[C:3](=[O:28])[NH:4][C:5](=[O:27])[N:6]([CH2:8][CH2:9][CH2:10][N:11]3[CH2:16][C@H:15]4[C@:13]([C:17]5[CH:22]=[CH:21][C:20]([C:23]([F:24])([F:25])[F:26])=[CH:19][CH:18]=5)([CH2:14]4)[CH2:12]3)[N:7]=2)[CH:33]=[CH:32][N:31]=1 |f:2.3.4,^1:79,81,100,119|. Procedure details: 6-bromo-2-(3-{(1S,5R)-1-[4-(trifluoromethyl)phenyl]-3-azabicyclo[3.1.0]hex-3-yl}propyl)-1,2,4-triazine-3,5(2H,4H)-dione (P8,100 mg, 0.218 mmol) was suspended in a degassed mixture of 1,2-Dimethoxyethane (DME) (3.629 mL)/Water (0.726 mL), then 2-methyl-4-(4,4,5,5-tetramethyl-1,3,2-dioxaborolan-2-yl)pyridine (143 mg, 0.653 mmol), SODIUM CARBONATE (69.2 mg, 0.653 mmol), 2-biphenylyl(dicyclohexyl)phosphane (15.26 mg, 0.044 mmol) and Tetrakis (50.3 mg, 0.044 mmol) were added. The mixture was then hea... The reactants are C1CCOC1, [Li]CCCC, C#CC(=O)OCC, CC(=O)O, CCOCC, O=Cc1ccc(Cl)cc1[N+](=O)[O-]. The product is CCOC(=O)C#CC(O)c1ccc(Cl)cc1[N+](=O)[O-]. RXN SMILES: [CH2:29]1[O:30][CH2:31][CH2:32][CH2:33]1.[CH2:8]([Li:9])[CH2:10][CH2:11][CH3:12].[CH3:1][CH2:2][O:3][C:4](=[O:5])[C:6]#[CH:7].[CH3:25][C:26](=[O:27])[OH:28].[CH3:34][CH2:35][O:36][CH2:37][CH3:38].[Cl:13][c:14]1[cH:15][c:16]([N+:22](=[O:23])[O-:24])[c:17]([CH:18]=[O:19])[cH:20][cH:21]1>>[CH3:1][CH2:2][O:3][C:4](=[O:5])[C:6]#[C:7][CH:18]([c:17]1[c:16]([N+:22](=[O:23])[O-:24])[cH:15][c:14]([Cl:13])[cH:21][cH:20]1)[OH:19].